This data is from the Open Reaction Database (ORD), a public repository of structured organic reaction records. The task is: describe an organic reaction: reactants, conditions, products, and yield Reactants: CO, O=C(Cl)c1cc(I)ccc1F, N. Yields the product NC(=O)c1cc(I)ccc1F. RXN SMILES: [CH3:13][OH:14].[F:1][c:2]1[c:3]([C:4](=[O:5])[Cl:6])[cH:7][c:8]([I:11])[cH:9][cH:10]1.[NH3:12]>>[F:1][c:2]1[c:3]([C:4](=[O:5])[NH2:12])[cH:7][c:8]([I:11])[cH:9][cH:10]1. Reactants: CC1=C(C(=O)O)C(=CC=C1)C (2,6-dimethylbenzoic acid), COC(C1=CC=C(C=C1)N(CC1=CC(=CC=C1)C#N)C1CCN(CC1)C(CCN)C)=O (4-[[1-(3-amino-1-methyl-propyl)-piperidin-4-yl]-(3-cyano-benzyl)-amino]-benzoic acid methyl ester), ester. The product is C(#N)C=1C=C(CN(C2=CC=C(C(=O)O)C=C2)C2CCN(CC2)C(CCNC(C2=C(C=CC=C2C)C)=O)C)C=CC1 (4-((3-cyano-benzyl)-{1-[3-(2,6-dimethyl-benzoylamino)-1-methyl-propyl]-piperidin-4-yl}-amino)-benzoic acid). Reaction SMILES: [CH3:1][C:2]1[CH:10]=[CH:9][CH:8]=[C:7]([CH3:11])[C:3]=1[C:4]([OH:6])=O.C[O:13][C:14](=[O:42])[C:15]1[CH:20]=[CH:19][C:18]([N:21]([CH:31]2[CH2:36][CH2:35][N:34]([CH:37]([CH3:41])[CH2:38][CH2:39][NH2:40])[CH2:33][CH2:32]2)[CH2:22][C:23]2[CH:28]=[CH:27][CH:26]=[C:25]([C:29]#[N:30])[CH:24]=2)=[CH:17][CH:16]=1>>[C:29]([C:25]1[CH:24]=[C:23]([CH:28]=[CH:27][CH:26]=1)[CH2:22][N:21]([CH:31]1[CH2:32][CH2:33][N:34]([CH:37]([CH3:41])[CH2:38][CH2:39][NH:40][C:4](=[O:6])[C:3]2[C:7]([CH3:11])=[CH:8][CH:9]=[CH:10][C:2]=2[CH3:1])[CH2:35][CH2:36]1)[C:18]1[CH:17]=[CH:16][C:15]([C:14]([OH:42])=[O:13])=[CH:20][CH:19]=1)#[N:30]. Reported procedure: Using general procedure F with 2,6-dimethylbenzoic acid (93 mg, 0.62 mmol) and 4-[[1-(3-amino-1-methyl-propyl)-piperidin-4-yl]-(3-cyano-benzyl)-amino]-benzoic acid methyl ester (see EXAMPLE 107) (130 mg, 0.31 mmol) followed by general procedure K with the resulting ester afforded 4-((3-cyano-benzyl)-{1-[3-(2,6-dimethyl-benzoylamino)-1-methyl-propyl]-piperidin-4-yl}-amino)-benzoic acid as a white solid (107 mg, 64% over 2 steps). Starting materials: COC(=O)C1=CC(=NC(=C1)OC)C(=O)OCC (6-methoxypyridine-2,4-dicarboxylic acid 2-ethyl ester 4-methyl ester), P(=O)(Cl)(Cl)Cl (phosphorous oxychloride). Run in CN(C)C=O (DMF). Conditions: temperature 85 celsius. Yields the product COC(=O)C1=CC(=NC(=C1)Cl)C(=O)OCC (6-Chloropyridine-2,4-dicarboxylic acid 2-ethyl ester 4-methyl ester). Isolated yield 78.0%. RXN SMILES: [CH3:1][O:2][C:3]([C:5]1[CH:10]=[C:9](OC)[N:8]=[C:7]([C:13]([O:15][CH2:16][CH3:17])=[O:14])[CH:6]=1)=[O:4].P(Cl)(Cl)([Cl:20])=O>CN(C=O)C>[CH3:1][O:2][C:3]([C:5]1[CH:10]=[C:9]([Cl:20])[N:8]=[C:7]([C:13]([O:15][CH2:16][CH3:17])=[O:14])[CH:6]=1)=[O:4]. Procedure details: Mix 6-methoxypyridine-2,4-dicarboxylic acid 2-ethyl ester 4-methyl ester (239 mg, 1.0 mmol), phosphorous oxychloride (0.46 mL, 4.93 mmol) in DMF (1.9 mL) and heat to 85° C. for 24 h. Cool to room temperature and quench with saturated aqueous sodium acetate solution (5 mL). Extract with ethyl acetate, wash with water, dry (sodium sulfate), concentrate and purify (silica gel chromatography, eluting with ethyl acetate and hexanes) to give the title compound (190 mg, 78%). The reactants are C1CCOC1 (THF), O (water), Cl[Si]1(C(=C(C(=C1[Si](C)(C)C)C1=CC=CC=C1)C1=CC=CC=C1)[Si](C)(C)C)Cl (1,1-dichloro-3,4-diphenyl-2,5-bis(trimethylsilyl)silole). The solvent is CCOCC (Ether). Run at time 1 hour. Yields the product O[Si]1(C(=C(C(=C1[Si](C)(C)C)C1=CC=CC=C1)C1=CC=CC=C1)[Si](C)(C)C)O (1,1-dihydroxy-3,4-diphenyl-2,5-bis(trimethylsilyl)silole). Isolated yield 100.0%. As a reaction SMILES: C1C[O:4]CC1.[OH2:6].Cl[Si:8]1(Cl)[C:12]([Si:13]([CH3:16])([CH3:15])[CH3:14])=[C:11]([C:17]2[CH:22]=[CH:21][CH:20]=[CH:19][CH:18]=2)[C:10]([C:23]2[CH:28]=[CH:27][CH:26]=[CH:25][CH:24]=2)=[C:9]1[Si:29]([CH3:32])([CH3:31])[CH3:30]>CCOCC>[OH:6][Si:8]1([OH:4])[C:12]([Si:13]([CH3:16])([CH3:15])[CH3:14])=[C:11]([C:17]2[CH:22]=[CH:21][CH:20]=[CH:19][CH:18]=2)[C:10]([C:23]2[CH:28]=[CH:27][CH:26]=[CH:25][CH:24]=2)=[C:9]1[Si:29]([CH3:32])([CH3:31])[CH3:30]. Reported procedure: A mixed solution 2.5 ml of THF and water (4:1) was added to 100 mg of 1,1-dichloro-3,4-diphenyl-2,5-bis(trimethylsilyl)silole, and stirring was continued at room temperatures for one hour. Ether was added to the reaction mixture thus obtained to extract the product. The extract was washed with water and dried on sodium sulfate. Sodium sulfate was removed by filtering, and then the filtrate was concentrated to obtain 92 mg of 1,1-dihydroxy-3,4-diphenyl-2,5-bis(trimethylsilyl)silole. The yield was... The reactants are ClC=1C2=C(N=CN1)C(=CS2)C (4-Chloro-7-methylthieno[3,2-d]pyrimidine), O(C1=CC=CC=C1)C1=CC=C(N)C=C1 (4-phenoxyaniline). RXN SMILES: [Cl:1][C:2]1[C:3]2[S:10][CH:9]=[C:8]([CH3:11])[C:4]=2[N:5]=[CH:6][N:7]=1.[O:12]([C:19]1[CH:25]=[CH:24][C:22]([NH2:23])=[CH:21][CH:20]=1)[C:13]1[CH:18]=[CH:17][CH:16]=[CH:15][CH:14]=1>CC(O)C>[ClH:1].[CH3:11][C:8]1[C:4]2[N:5]=[CH:6][N:7]=[C:2]([NH:23][C:22]3[CH:21]=[CH:20][C:19]([O:12][C:13]4[CH:18]=[CH:17][CH:16]=[CH:15][CH:14]=4)=[CH:25][CH:24]=3)[C:3]=2[S:10][CH:9]=1 |f:3.4|. The yield is 80.0%. Solvent: CC(C)O (2-propanol). The product is Cl.CC1=CSC2=C1N=CN=C2NC2=CC=C(C=C2)OC2=CC=CC=C2 (7-Methyl-4-(4-phenoxyanilino)thieno[3,2-d]pyrimidine hydrochloride). Procedure: 4-Chloro-7-methylthieno[3,2-d]pyrimidine (commercially available from Maybridge Chemical Co. Ltd.) (0.185 g, 1.00 mmol) and 4-phenoxyaniline (0.210 g, 1.1 mmol) were reacted in 2-propanol (5 ml) for 2 hours according to Procedure A. The product was obtained as a yellow solid (0.294 g, 80%), m.p. 243-245° C.; (Found: C, 61.46; H, 4.27, N, 11.32. C19H15N3OS.HCl requires: C, 61.70; H, 4.36; N, 11.36%); δH [2H6]-DMSO 10.85 (1H, br s, NH), 8.78 (1H, s, 2-H), 8.05 (1H, 2, 6-H), 7.69 (2H, d, J 9, 2′-H,... Starting materials: C(C)OC(=O)C=1N=C(SC1N)CCC (5-amino-2-propyl-thiazole-4-carboxylic acid ethyl ester), C(C)OC(=O)C=1N=C(SC1NC=1C=NC=CC1)CCC (2-propyl-5-(pyridin-3-ylamino)-thiazole-4-carboxylic acid ethyl ester), C(CC)C=1SC(=C(N1)C(=O)O)NC=1C=NC=CC1 (2-propyl-5-(pyridin-3-ylamino)-thiazole-4-carboxylic acid). Product: CC1=CC=CC(=N1)NC(=O)C=1N=C(SC1NC=1C=NC=CC1)CCC (2-Propyl-5-(pyridin-3-ylamino)-thiazole-4-carboxylic acid (6-methyl-pyridin-2-yl)-amide). As a reaction SMILES: C(OC([C:6]1[N:7]=[C:8]([CH2:12][CH2:13][CH3:14])S[C:10]=1N)=O)C.C(O[C:18]([C:20]1[N:21]=[C:22]([CH2:32][CH2:33][CH3:34])[S:23][C:24]=1[NH:25][C:26]1[CH:27]=[N:28][CH:29]=[CH:30][CH:31]=1)=[O:19])C.C(C1SC(NC2C=NC=CC=2)=C(C(O)=O)[N:42]=1)CC>>[CH3:10][C:6]1[N:7]=[C:8]([NH:42][C:18]([C:20]2[N:21]=[C:22]([CH2:32][CH2:33][CH3:34])[S:23][C:24]=2[NH:25][C:26]2[CH:27]=[N:28][CH:29]=[CH:30][CH:31]=2)=[O:19])[CH:12]=[CH:13][CH:14]=1. Procedure: The title compound, MS (ISP): m/e=354.0 (M+H+), was prepared as for example 153, steps A to G. Step C was performed using butyryl chloride, and yielded butyrylamino-cyano-acetic acid ethyl ester, which was cyclized to 5-amino-2-propyl-thiazole-4-carboxylic acid ethyl ester in step D. This was used in step E to generate 2-propyl-5-(pyridin-3-ylamino)-thiazole-4-carboxylic acid ethyl ester, which was hydrolized to 2-propyl-5-(pyridin-3-ylamino)-thiazole-4-carboxylic acid in step F. Coupling as des... Reactants: C1(CCCCC1)OC1=NC(=C(C(=N1)S(=O)(=O)C)C1=CC=C(C=C1)Cl)C1=C(C=C(C=C1)Cl)Cl (2-Cyclohexyloxy-4-(methylsulfonyl)-5-(4-chlorophenyl)-6-(2,4-dichlorophenyl)pyrimidine), C(CCC)[Li] (n-butyl lithium), C(C)(C)O (isopropanol). Procedure details: 2-Cyclohexyloxy-4-(methylsulfonyl)-5-(4-chlorophenyl)-6-(2,4-dichlorophenyl)pyrimidine (Higher Rf product) (Example 52, Step A), (26 mg, 0.05 mmol) was reacted with 1 equivalent each of n-butyl lithium and isopropanol by the procedure described in Reference Examples 6 and 7. Workup and flash column chromatography on silica gel (eluted with 95/5 hexanes/ethyl acetate) afforded 2-isopropoxy-4-methylsulfonyl-5-(4-chlorophenyl)-6-(2,4-dichlorophenyl)pyrimidine and 2-cyclohexyloxy)-4-isopropoxy-5-(4-... Product: C(C)(C)OC1=NC(=C(C(=N1)S(=O)(=O)C)C1=CC=C(C=C1)Cl)C1=C(C=C(C=C1)Cl)Cl (2-isopropoxy-4-methylsulfonyl-5-(4-chlorophenyl)-6-(2,4-dichlorophenyl)pyrimidine), C(C)(C)OC1=NC=NC(=C1C1=CC=C(C=C1)Cl)C1=C(C=C(C=C1)Cl)Cl (4-isopropoxy-5-(4-chlorophenyl)-6-(2,4-dichlorophenyl)pyrimidine). As a reaction SMILES: [CH:1]1([O:7][C:8]2[N:13]=[C:12]([S:14]([CH3:17])(=[O:16])=[O:15])[C:11]([C:18]3[CH:23]=[CH:22][C:21]([Cl:24])=[CH:20][CH:19]=3)=[C:10]([C:25]3[CH:30]=[CH:29][C:28]([Cl:31])=[CH:27][C:26]=3[Cl:32])[N:9]=2)[CH2:6]CCC[CH2:2]1.C([Li])CCC.[CH:38]([OH:41])([CH3:40])[CH3:39]>>[CH:1]([O:7][C:8]1[N:13]=[C:12]([S:14]([CH3:17])(=[O:16])=[O:15])[C:11]([C:18]2[CH:19]=[CH:20][C:21]([Cl:24])=[CH:22][CH:23]=2)=[C:10]([C:25]2[CH:30]=[CH:29][C:28]([Cl:31])=[CH:27][C:26]=2[Cl:32])[N:9]=1)([CH3:6])[CH3:2].[CH:38]([O:41][C:12]1[C:11]([C:18]2[CH:19]=[CH:20][C:21]([Cl:24])=[CH:22][CH:23]=2)=[C:10]([C:25]2[CH:30]=[CH:29][C:28]([Cl:31])=[CH:27][C:26]=2[Cl:32])[N:9]=[CH:8][N:13]=1)([CH3:40])[CH3:39].